This data is from the Open Reaction Database (ORD), a public repository of structured organic reaction records. The task is: describe an organic reaction: reactants, conditions, products, and yield Starting materials: ClCC(=O)NC1=CC=C(C=C1)C1=NN(C(CC2=C1C=C1C(=C2)OCO1)C)C(C)=O (1-(4-chloroacetylaminophenyl)-3-acetyl-4-methyl-7,8-methylenedioxy-3,4-dihydro-5H-2,3-benzodiazepine), C(C)NCC (diethylamine). The product is C(C)N(CC(=O)NC1=CC=C(C=C1)C1=NN(C(CC2=C1C=C1C(=C2)OCO1)C)C(C)=O)CC (1-[4-(N,N-diethylglycylamino)phenyl]-3-acetyl-4-methyl-7,8-methylenedioxy-3,4-dihydro-5H-2,3-benzodiazepine). RXN SMILES: Cl[CH2:2][C:3]([NH:5][C:6]1[CH:11]=[CH:10][C:9]([C:12]2[C:18]3[CH:19]=[C:20]4[O:25][CH2:24][O:23][C:21]4=[CH:22][C:17]=3[CH2:16][CH:15]([CH3:26])[N:14]([C:27](=[O:29])[CH3:28])[N:13]=2)=[CH:8][CH:7]=1)=[O:4].[CH2:30]([NH:32][CH2:33][CH3:34])[CH3:31]>>[CH2:30]([N:32]([CH2:33][CH3:34])[CH2:2][C:3]([NH:5][C:6]1[CH:11]=[CH:10][C:9]([C:12]2[C:18]3[CH:19]=[C:20]4[O:25][CH2:24][O:23][C:21]4=[CH:22][C:17]=3[CH2:16][CH:15]([CH3:26])[N:14]([C:27](=[O:29])[CH3:28])[N:13]=2)=[CH:8][CH:7]=1)=[O:4])[CH3:31]. Procedure details: It was prepared from 1-(4-chloroacetylaminophenyl)-3-acetyl-4-methyl-7,8-methylenedioxy-3,4-dihydro-5H-2,3-benzodiazepine and diethylamine by using the process described in Example 102, m.p.: 175°-176° C. Starting materials: O=C(CBr)c1ccccc1, C1CCSC1, CCOCC, C[N+](=O)[O-], O. Yields the product [Br-], O=C(C[S+]1CCCC1)c1ccccc1. Reaction SMILES: [Br:1][CH2:2][C:3](=[O:4])[c:5]1[cH:6][cH:7][cH:8][cH:9][cH:10]1.[CH2:11]1[CH2:12][CH2:13][S:14][CH2:15]1.[CH3:17][CH2:18][O:19][CH2:20][CH3:21].[N+:22]([CH3:23])([O-:24])=[O:25].[OH2:16]>>[Br-:1].[CH2:2]([C:3](=[O:4])[c:5]1[cH:6][cH:7][cH:8][cH:9][cH:10]1)[S+:14]1[CH2:13][CH2:12][CH2:11][CH2:15]1. The reactants are C1(=CC=CC=C1)P(C1=CC=CC=C1)C1=CC=CC=C1 (triphenylphosphine), N(=NC(=O)OCC)C(=O)OCC (diethyl azodicarboxylate), CC(CO)CO (2-methypropan-1,3-diol), resultant solution, OC1=C(C=C(C=C1)C=1SC(=C(N1)C)C(=O)OCC)N1N=NN=C1 (ethyl 2-[4-hydroxy-3-(1H-1,2,3,4-tetrazol-1-yl)phenyl]-4-methyl-1,3-thiazole-5-carboxylate). Run in C1(=CC=CC=C1)C (toluene), O1CCCC1 (tetrahydrofuran), O (water). Conditions: time 3 hour. The product is OCC(COC1=C(C=C(C=C1)C=1SC(=C(N1)C)C(=O)OCC)N1N=NN=C1)C (ethyl 2-[4-(3-hydroxy-2-methylpropoxy)-3-(1H-1,2,3,4-tetrazol-1-yl)phenyl]-4-methyl-1,3-thiazole-5-carboxylate). The yield is 168.0%. As a reaction SMILES: [CH3:1][CH:2]([CH2:5][OH:6])[CH2:3][OH:4].C1(P(C2C=CC=CC=2)C2C=CC=CC=2)C=CC=CC=1.N(C(OCC)=O)=NC(OCC)=O.O[C:39]1[CH:44]=[CH:43][C:42]([C:45]2[S:46][C:47]([C:51]([O:53][CH2:54][CH3:55])=[O:52])=[C:48]([CH3:50])[N:49]=2)=[CH:41][C:40]=1[N:56]1[CH:60]=[N:59][N:58]=[N:57]1>O1CCCC1.O.C1(C)C=CC=CC=1>[OH:4][CH2:3][CH:2]([CH3:1])[CH2:5][O:6][C:39]1[CH:44]=[CH:43][C:42]([C:45]2[S:46][C:47]([C:51]([O:53][CH2:54][CH3:55])=[O:52])=[C:48]([CH3:50])[N:49]=2)=[CH:41][C:40]=1[N:56]1[CH:60]=[N:59][N:58]=[N:57]1. Procedure details: A solution was prepared by dissolving 13.5 mg of 2-methypropan-1,3-diol in 1 mL of tetrahydrofuran and adding 39.3 mg of triphenylphosphine and 65 μL of a 40% toluene solution of diethyl azodicarboxylate to the mixture. After stirring the resultant solution at room temperature for 30 minutes, a reaction mixture solution prepared by adding 33.1 mg of ethyl 2-[4-hydroxy-3-(1H-1,2,3,4-tetrazol-1-yl)phenyl]-4-methyl-1,3-thiazole-5-carboxylate to the solution was stirred at room temperature for 3 hou... The reactants are CC#N, CCN(C(C)C)C(C)C, Cc1ccc(S(=O)(=O)N(CCCl)CCCl)cc1, COC(=O)C(N)Cc1cn(C(c2ccccc2)(c2ccccc2)c2ccccc2)cn1. The product is COC(=O)C(Cc1cn(C(c2ccccc2)(c2ccccc2)c2ccccc2)cn1)N1CCN(S(=O)(=O)c2ccc(C)cc2)CC1. Reaction SMILES: [CH3:58][C:59]#[N:60].[CH:49]([N:50]([CH:51]([CH3:52])[CH3:53])[CH2:54][CH3:55])([CH3:56])[CH3:57].[Cl:32][CH2:33][CH2:34][N:35]([S:36](=[O:37])(=[O:38])[c:39]1[cH:40][cH:41][c:42]([CH3:45])[cH:43][cH:44]1)[CH2:46][CH2:47][Cl:48].[NH2:1][CH:2]([C:3](=[O:4])[O:5][CH3:6])[CH2:7][c:8]1[n:9][cH:10][n:11]([C:13]([c:14]2[cH:15][cH:16][cH:17][cH:18][cH:19]2)([c:20]2[cH:21][cH:22][cH:23][cH:24][cH:25]2)[c:26]2[cH:27][cH:28][cH:29][cH:30][cH:31]2)[cH:12]1>>[N:1]1([CH:2]([C:3](=[O:4])[O:5][CH3:6])[CH2:7][c:8]2[n:9][cH:10][n:11]([C:13]([c:14]3[cH:15][cH:16][cH:17][cH:18][cH:19]3)([c:20]3[cH:21][cH:22][cH:23][cH:24][cH:25]3)[c:26]3[cH:27][cH:28][cH:29][cH:30][cH:31]3)[cH:12]2)[CH2:33][CH2:34][N:35]([S:36](=[O:37])(=[O:38])[c:39]2[cH:40][cH:41][c:42]([CH3:45])[cH:43][cH:44]2)[CH2:46][CH2:47]1. Starting materials: ClC1=NC2=CC=C(C=C2C=C1C=O)OC (2-chloro-6-methoxyquinoline-3-carbaldehyde), B(Br)(Br)Br (BBr3). Solvent: C(Cl)Cl (CH2Cl2). Run at time 8 hour. Product: ClC1=NC2=CC=C(C=C2C=C1C=O)O (2-chloro-6-hydroxyquinoline-3-carbaldehyde). The yield is 81.7%. As a reaction SMILES: [Cl:1][C:2]1[C:11]([CH:12]=[O:13])=[CH:10][C:9]2[C:4](=[CH:5][CH:6]=[C:7]([O:14]C)[CH:8]=2)[N:3]=1.B(Br)(Br)Br>C(Cl)Cl>[Cl:1][C:2]1[C:11]([CH:12]=[O:13])=[CH:10][C:9]2[C:4](=[CH:5][CH:6]=[C:7]([OH:14])[CH:8]=2)[N:3]=1. Procedure details: To a solution of 2-chloro-6-methoxyquinoline-3-carbaldehyde (1.01 g, 4.54 mmol) in dry CH2Cl2 (36 mL) in a 100 mL round-bottomed flask equipped with a magnetic stirrer at 0° C. under N2 was added dropwise BBr3 (1.0 N solution in CH2Cl2, 13.60 mL, 13.60 mmol). After complete addition, the bath was removed and stirring was continued overnight at RT. The reaction mixture was then added dropwise to a mixture of water and ice (50 mL) under stirring. After complete addition, the mixture was stirred fo...